Dataset: the Open Reaction Database (ORD), a public repository of structured organic reaction records. Task: describe an organic reaction: reactants, conditions, products, and yield Reactants: C1CCOC1, COC(=O)C=Cc1cn(C)c2c(-c3noc(-c4ccc(OC(C)C)c(Cl)c4)n3)cccc12, Cl, [Na+], [OH-]. Product: CC(C)Oc1ccc(-c2nc(-c3cccc4c(C=CC(=O)O)cn(C)c34)no2)cc1Cl. RXN SMILES: [CH2:36]1[O:37][CH2:38][CH2:39][CH2:40]1.[Cl:1][c:2]1[cH:3][c:4](-[c:12]2[n:13][c:14](-[c:17]3[cH:18][cH:19][cH:20][c:21]4[c:22]([CH:27]=[CH:28][C:29](=[O:30])[O:31][CH3:32])[cH:23][n:24]([CH3:26])[c:25]34)[n:15][o:16]2)[cH:5][cH:6][c:7]1[O:8][CH:9]([CH3:10])[CH3:11].[ClH:35].[Na+:34].[OH-:33]>>[Cl:1][c:2]1[cH:3][c:4](-[c:12]2[n:13][c:14](-[c:17]3[cH:18][cH:19][cH:20][c:21]4[c:22]([CH:27]=[CH:28][C:29](=[O:30])[OH:31])[cH:23][n:24]([CH3:26])[c:25]34)[n:15][o:16]2)[cH:5][cH:6][c:7]1[O:8][CH:9]([CH3:10])[CH3:11]. Starting materials: COc1ccc2cccc(COC(C)=O)c2c1, CO, [Na+], [OH-], O. Product: COc1ccc2cccc(CO)c2c1. Reaction SMILES: [C:1](=[O:2])([CH3:3])[O:4][CH2:5][c:6]1[cH:7][cH:8][cH:9][c:10]2[cH:11][cH:12][c:13]([O:16][CH3:17])[cH:14][c:15]12.[CH3:20][OH:21].[Na+:19].[OH-:18].[OH2:22]>>[OH:4][CH2:5][c:6]1[cH:7][cH:8][cH:9][c:10]2[cH:11][cH:12][c:13]([O:16][CH3:17])[cH:14][c:15]12. Reaction SMILES: [CH2:23]([c:24]1[cH:25][cH:26][cH:27][cH:28][cH:29]1)[N:30]1[CH2:31][CH:32]([c:36]2[nH:37][c:38](=[O:52])[c:39]3[c:40]([n:41]2)[n:42]([CH:46]2[CH2:47][CH2:48][O:49][CH2:50][CH2:51]2)[n:43][c:44]3[CH3:45])[CH:33]([CH3:35])[CH2:34]1.[CH3:1][CH:2]1[CH2:3][NH:4][CH2:5][CH:6]1[c:7]1[nH:8][c:9](=[O:10])[c:11]2[cH:12][n:13][n:14]([CH:15]3[CH2:16][CH2:17][O:18][CH2:19][CH2:20]3)[c:21]2[n:22]1>>[NH:30]1[CH2:31][CH:32]([c:36]2[nH:37][c:38](=[O:52])[c:39]3[c:40]([n:41]2)[n:42]([CH:46]2[CH2:47][CH2:48][O:49][CH2:50][CH2:51]2)[n:43][c:44]3[CH3:45])[CH:33]([CH3:35])[CH2:34]1. Product: Cc1nn(C2CCOCC2)c2nc(C3CNCC3C)[nH]c(=O)c12. Reactants: Cc1nn(C2CCOCC2)c2nc(C3CN(Cc4ccccc4)CC3C)[nH]c(=O)c12, CC1CNCC1c1nc2c(cnn2C2CCOCC2)c(=O)[nH]1. The reactants are CN(C=C1C(C(CCC1)C(=O)N1CCOCC1)=O)C (2-[1-dimethylamino-methylidene]-6-(morpholine-4-carbonyl)-cyclohexanone), [N+](=O)(O)[O-].[N+](=O)(O)[O-].COC=1C=C(C=CC1N1C=NC(=C1)C)NC(=N)N (N-[3-methoxy-4-(4-methyl-imidazol-1-yl)-phenyl]-guanidine dinitrate). Yields the product COC=1C=C(C=CC1N1C=NC(=C1)C)NC1=NC=2C(CCCC2C=N1)C(=O)N1CCOCC1 ({2-[3-Methoxy-4-(4-methyl-imidazol-1-yl)-phenylamino]-5,6,7,8-tetrahydro-quinazolin-8-yl}-morpholin-4-yl-methanone), solid. Isolated yield 25.0%. As a reaction SMILES: CN(C)[CH:3]=[C:4]1[CH2:9][CH2:8][CH2:7][CH:6]([C:10]([N:12]2[CH2:17][CH2:16][O:15][CH2:14][CH2:13]2)=[O:11])[C:5]1=O.[N+]([O-])(O)=O.[N+]([O-])(O)=O.[CH3:28][O:29][C:30]1[CH:31]=[C:32]([NH:42][C:43]([NH2:45])=[NH:44])[CH:33]=[CH:34][C:35]=1[N:36]1[CH:40]=[C:39]([CH3:41])[N:38]=[CH:37]1>>[CH3:28][O:29][C:30]1[CH:31]=[C:32]([NH:42][C:43]2[N:45]=[CH:3][C:4]3[CH2:9][CH2:8][CH2:7][CH:6]([C:10]([N:12]4[CH2:13][CH2:14][O:15][CH2:16][CH2:17]4)=[O:11])[C:5]=3[N:44]=2)[CH:33]=[CH:34][C:35]=1[N:36]1[CH:40]=[C:39]([CH3:41])[N:38]=[CH:37]1 |f:1.2.3|. Procedure: The title compound was prepared from 2-[1-dimethylamino-methylidene]-6-(morpholine-4-carbonyl)-cyclohexanone (16 mg, 0.06 mmol) and N-[3-methoxy-4-(4-methyl-imidazol-1-yl)-phenyl]-guanidine dinitrate (17 mg, 0.045 mmol) using in analogous manner the procedure described in example 45b). Obtained as a yellow solid (5 mg, 25%). MS ISP (m/e): 449.4 (100) [(M+H)+].